Dataset: the Open Reaction Database (ORD), a public repository of structured organic reaction records. Task: describe an organic reaction: reactants, conditions, products, and yield Starting materials: CCOC(=O)CBr, CCOC(C(=O)NCc1ccc(C#N)cc1O)c1ccc(OC)cc1F, O=C([O-])[O-], [Cs+], [Cs+], CN(C)C=O. Yields the product CCOC(=O)COc1cc(C#N)ccc1CNC(=O)C(OCC)c1ccc(OC)cc1F. Reaction SMILES: [Br:32][CH2:33][C:34](=[O:35])[O:36][CH2:37][CH3:38].[C:1](#[N:2])[c:3]1[cH:4][c:5]([OH:26])[c:6]([CH2:7][NH:8][C:9]([CH:10]([c:11]2[c:12]([F:19])[cH:13][c:14]([O:17][CH3:18])[cH:15][cH:16]2)[O:20][CH2:21][CH3:22])=[O:23])[cH:24][cH:25]1.[C:27](=[O:28])([O-:29])[O-:30].[Cs+:31].[Cs+:39].[O:40]=[CH:41][N:42]([CH3:43])[CH3:44]>>[C:1](#[N:2])[c:3]1[cH:4][c:5]([O:26][CH2:33][C:34](=[O:35])[O:36][CH2:37][CH3:38])[c:6]([CH2:7][NH:8][C:9]([CH:10]([c:11]2[c:12]([F:19])[cH:13][c:14]([O:17][CH3:18])[cH:15][cH:16]2)[O:20][CH2:21][CH3:22])=[O:23])[cH:24][cH:25]1. Starting materials: BrCC1=CC=C(C(=C1C(=O)OC(C)(C)C)OC(=O)OC(C)(C)C)C(F)(F)F (tert-butyl 6-(bromomethyl)-2-[(tert-butoxycarbonyl)oxy]-3-(trifluoromethyl)benzoate), OC1=CC=C(C=C1)C1=C(C=C(C=C1)CC(=O)OC)C(C)O (methyl [4′-hydroxy-2-(1-hydroxyethyl)-1,1′-biphenyl-4-yl]acetate). Yields the product C(C)(C)(C)OC(=O)C1=C(COC2=CC=C(C=C2)C2=C(C=C(C=C2)CC(=O)O)C(C)O)C=CC(=C1O)C(F)(F)F ((4′-{[2-(tert-Butoxycarbonyl)-3-hydroxy-4-(trifluoromethyl)benzyl]oxy}-2-(1-hydroxyethyl)-1,1′-biphenyl-4-yl)acetic acid), oil. Yield: 34.0%. Reaction SMILES: Br[CH2:2][C:3]1[C:8]([C:9]([O:11][C:12]([CH3:15])([CH3:14])[CH3:13])=[O:10])=[C:7]([O:16]C(OC(C)(C)C)=O)[C:6]([C:24]([F:27])([F:26])[F:25])=[CH:5][CH:4]=1.[OH:28][C:29]1[CH:34]=[CH:33][C:32]([C:35]2[CH:40]=[CH:39][C:38]([CH2:41][C:42]([O:44]C)=[O:43])=[CH:37][C:36]=2[CH:46]([OH:48])[CH3:47])=[CH:31][CH:30]=1>>[C:12]([O:11][C:9]([C:8]1[C:7]([OH:16])=[C:6]([C:24]([F:27])([F:26])[F:25])[CH:5]=[CH:4][C:3]=1[CH2:2][O:28][C:29]1[CH:30]=[CH:31][C:32]([C:35]2[CH:40]=[CH:39][C:38]([CH2:41][C:42]([OH:44])=[O:43])=[CH:37][C:36]=2[CH:46]([OH:48])[CH3:47])=[CH:33][CH:34]=1)=[O:10])([CH3:14])([CH3:15])[CH3:13]. Reported procedure: According to a method similar to Example (40-2), Example (33-5) and Example (17-4), from tert-butyl 6-(bromomethyl)-2-[(tert-butoxycarbonyl)oxy]-3-(trifluoromethyl)benzoate (137 mg, 0.325 mmol) obtained in Example (28-5) and methyl [4′-hydroxy-2-(1-hydroxyethyl)-1,1′-biphenyl-4-yl]acetate (93 mg, 0.325 mmol) obtained in Example (88-1), the title compound was obtained as a pale yellow oil (60 mg, yield: 34%). The reactants are Cc1cc(Br)cnc1CCCCN, CSN1Cc2ccccc2S(=O)(=O)N1, CC#N. Yields the product Cc1cc(Br)cnc1CCCCNN1Cc2ccccc2S(=O)(=O)N1. Reaction SMILES: [Br:1][c:2]1[cH:3][c:4]([CH3:13])[c:5]([CH2:8][CH2:9][CH2:10][CH2:11][NH2:12])[n:6][cH:7]1.[CH3:14][S:15][N:16]1[NH:17][S:18](=[O:26])(=[O:27])[c:19]2[c:20]([cH:22][cH:23][cH:24][cH:25]2)[CH2:21]1.[CH3:28][C:29]#[N:30]>>[Br:1][c:2]1[cH:3][c:4]([CH3:13])[c:5]([CH2:8][CH2:9][CH2:10][CH2:11][NH:12][N:16]2[NH:17][S:18](=[O:26])(=[O:27])[c:19]3[c:20]([cH:22][cH:23][cH:24][cH:25]3)[CH2:21]2)[n:6][cH:7]1. The reactants are CC(C)(C)OC(=O)N1Cc2cc3c(cc2CC1C(=O)O)OCC(c1ccc(OCc2ccc(Cl)c(Cl)c2)cc1)O3, COC(=O)C(N)Cc1ccc(-c2ccc(Cl)cc2)cc1, Cl. The product is COC(=O)C(Cc1ccc(-c2ccc(Cl)cc2)cc1)NC(=O)C1Cc2cc3c(cc2CN1C(=O)OC(C)(C)C)OC(c1ccc(OCc2ccc(Cl)c(Cl)c2)cc1)CO3. Reaction SMILES: [C:1]([CH3:2])([CH3:3])([CH3:4])[O:5][C:6](=[O:7])[N:8]1[CH2:9][c:10]2[cH:11][c:12]3[c:13]([cH:14][c:15]2[CH2:16][CH:17]1[C:18](=[O:19])[OH:20])[O:21][CH2:22][CH:23]([c:25]1[cH:26][cH:27][c:28]([O:31][CH2:32][c:33]2[cH:34][c:35]([Cl:40])[c:36]([Cl:39])[cH:37][cH:38]2)[cH:29][cH:30]1)[O:24]3.[CH3:42][O:43][C:44]([CH:45]([CH2:46][c:47]1[cH:48][cH:49][c:50](-[c:53]2[cH:54][cH:55][c:56]([Cl:59])[cH:57][cH:58]2)[cH:51][cH:52]1)[NH2:60])=[O:61].[ClH:41]>>[C:1]([CH3:2])([CH3:3])([CH3:4])[O:5][C:6](=[O:7])[N:8]1[CH2:9][c:10]2[cH:11][c:12]3[c:13]([cH:14][c:15]2[CH2:16][CH:17]1[C:18](=[O:19])[NH:60][CH:45]([C:44]([O:43][CH3:42])=[O:61])[CH2:46][c:47]1[cH:48][cH:49][c:50](-[c:53]2[cH:54][cH:55][c:56]([Cl:59])[cH:57][cH:58]2)[cH:51][cH:52]1)[O:21][CH2:22][CH:23]([c:25]1[cH:26][cH:27][c:28]([O:31][CH2:32][c:33]2[cH:34][c:35]([Cl:40])[c:36]([Cl:39])[cH:37][cH:38]2)[cH:29][cH:30]1)[O:24]3. Starting materials: C#C[Mg+], C1CCOC1, [Cl-], O=Cc1ccccn1. Product: C#CC(O)c1ccccn1. As a reaction SMILES: [C:10](#[CH:11])[Mg+:12].[CH2:13]1[O:14][CH2:15][CH2:16][CH2:17]1.[Cl-:9].[n:1]1[c:2]([CH:7]=[O:8])[cH:3][cH:4][cH:5][cH:6]1>>[n:1]1[c:2]([CH:7]([OH:8])[C:10]#[CH:11])[cH:3][cH:4][cH:5][cH:6]1.